This data is from the Open Reaction Database (ORD), a public repository of structured organic reaction records. The task is: describe an organic reaction: reactants, conditions, products, and yield Starting materials: C1(CC1)CN1C(=CC=2C1=NC=CC2)C2=NC1=C(N2C)C(=CC(=C1)C(=O)O)OC (2-(1-(Cyclopropylmethyl)-1H-pyrrolo[2,3-b]pyridin-2-yl)-7-methoxy-1-methyl-1H-benzo[d]imidazole-5-carboxylic acid), C1(CC1)CN1C(=CC=2C1=NC=CC2)C2=NC1=C(N2C)C=CC(=C1)C(=O)OC (methyl 2-(1-(cyclopropylmethyl)-1H-pyrrolo[2,3-b]pyridin-2-yl)-1-methyl-1H-benzo[d]imidazole-5-carboxylate). Yields the product C1(CC1)CN1C(=CC=2C1=NC=CC2)C2=NC1=C(N2C)C=CC(=C1)C(=O)O (2-(1-(Cyclopropylmethyl)-1H-pyrrolo[2,3-b]pyridin-2-yl)-1-methyl-1H-benzo[d]imidazole-5-carboxylic acid). Reaction SMILES: [CH:1]1([CH2:4][N:5]2[C:9]3=[N:10][CH:11]=[CH:12][CH:13]=[C:8]3[CH:7]=[C:6]2[C:14]2[N:18]([CH3:19])[C:17]3[C:20](OC)=[CH:21][C:22]([C:24]([OH:26])=[O:25])=[CH:23][C:16]=3[N:15]=2)[CH2:3][CH2:2]1.C1(CN2C3=NC=CC=C3C=C2C2N(C)C3C=CC(C(OC)=O)=CC=3N=2)CC1>>[CH:1]1([CH2:4][N:5]2[C:9]3=[N:10][CH:11]=[CH:12][CH:13]=[C:8]3[CH:7]=[C:6]2[C:14]2[N:18]([CH3:19])[C:17]3[CH:20]=[CH:21][C:22]([C:24]([OH:26])=[O:25])=[CH:23][C:16]=3[N:15]=2)[CH2:3][CH2:2]1. Procedure: Prepared in a similar manner to Intermediate 46 from methyl 2-(1-(cyclopropylmethyl)-1H-pyrrolo[2,3-b]pyridin-2-yl)-1-methyl-1H-benzo[d]imidazole-5-carboxylate (111 mg, 0.308 mmol). The reactants are CNC(C)C, [Cl-], CC(C)N(C)c1cc2c(cc1Cl)NC(=O)CC(c1cccc(-n3nncc3CO)c1)=N2, ClCCl, CN(C)C=O, O=S(Cl)Cl. The product is CC(C)N(C)Cc1cnnn1-c1cccc(C2=Nc3cc(N(C)C(C)C)c(Cl)cc3NC(=O)C2)c1. As a reaction SMILES: [CH:37]([CH3:38])([CH3:39])[NH:40][CH3:41].[Cl-:36].[Cl:1][c:2]1[c:3]([N:27]([CH3:28])[CH:29]([CH3:30])[CH3:31])[cH:4][c:5]2[c:6]([cH:26]1)[NH:7][C:8](=[O:25])[CH2:9][C:10]([c:12]1[cH:13][c:14](-[n:18]3[n:19][n:20][cH:21][c:22]3[CH2:23][OH:24])[cH:15][cH:16][cH:17]1)=[N:11]2.[Cl:42][CH2:43][Cl:44].[O:45]=[CH:46][N:47]([CH3:48])[CH3:49].[S:32]([Cl:33])([Cl:34])=[O:35]>>[Cl:1][c:2]1[c:3]([N:27]([CH3:28])[CH:29]([CH3:30])[CH3:31])[cH:4][c:5]2[c:6]([cH:26]1)[NH:7][C:8](=[O:25])[CH2:9][C:10]([c:12]1[cH:13][c:14](-[n:18]3[n:19][n:20][cH:21][c:22]3[CH2:23][N:40]([CH:37]([CH3:38])[CH3:39])[CH3:41])[cH:15][cH:16][cH:17]1)=[N:11]2. The reactants are ClCC(=O)OCC (Ethyl chloroacetate), O (water), [H-].[Na+] (Sodium hydride), S(=O)(=O)(C)C=1NC=CN1 (2-mesyl-imidazole). Solvent: CN(C=O)C (dimethylformamide), C(Cl)Cl (methylene chloride). Reaction conditions: temperature 20 celsius. Yields the product S(=O)(=O)(C)C=1N(C=CN1)CC(=O)OCC (ethyl (2-mesyl-imidazol-1-yl)-acetate). Isolated yield 88.0%. As a reaction SMILES: [H-].[Na+].[S:3]([C:7]1[NH:8][CH:9]=[CH:10][N:11]=1)([CH3:6])(=[O:5])=[O:4].Cl[CH2:13][C:14]([O:16][CH2:17][CH3:18])=[O:15].O>CN(C)C=O.C(Cl)Cl>[S:3]([C:7]1[N:8]([CH2:13][C:14]([O:16][CH2:17][CH3:18])=[O:15])[CH:9]=[CH:10][N:11]=1)([CH3:6])(=[O:5])=[O:4] |f:0.1|. Procedure details: Sodium hydride (50% suspension in mineral oil) (5.04 g.) is added, under a nitrogen atmosphere, to a solution of 2-mesyl-imidazole (15.3 g.) in dimethylformamide (130 cc.). Ethyl chloroacetate (12.9 g.) is then added. Reaction is allowed to take place for 20 hours, with stirring, at a temperature of about 20° C. The reaction mixture is then poured into water (4 liters) and extraction is effected using methylene chloride (1 liter). The methylene chloride extracts are washed with water, dried over... Procedure details: 3-Methyl-4-nitroaniline was converted to 3-methyl-4-nitrophenyl isothiocyanate according to Method A2a, Step 3. 1-Amino-1-(hydroxymethyl)cyclopentane was synthesized as described in Method B1c. The 2-hydroxyethylamine was reacted with SOCl2 according to Method B7a to give 1-amino-1-(chloromethyl)cyclopentane HCl salt. The 2-chloroethylamine was reacted with 3-methyl-4-nitrophenyl isothiocyanate according to Method C1a to give 2-(3-methyl-4-nitrophenylimino)-3-thia-1-azaspiro[4.4]nonane. The thia... The product is NC1(CCCC1)CO (1-Amino-1-(hydroxymethyl)cyclopentane), Cl.NC1(CCCC1)CCl (1-amino-1-(chloromethyl)cyclopentane HCl salt). Starting materials: CC=1C=C(N)C=CC1[N+](=O)[O-] (3-Methyl-4-nitroaniline), CC=1C=C(C=CC1[N+](=O)[O-])N=C=S (3-methyl-4-nitrophenyl isothiocyanate), OCCN (2-hydroxyethylamine), O=S(Cl)Cl (SOCl2). RXN SMILES: C[C:2]1[CH:3]=[C:4]([CH:6]=[CH:7][C:8]=1[N+:9]([O-])=O)N.C[C:13]1[CH:14]=[C:15](N=C=S)[CH:16]=[CH:17][C:18]=1[N+:19]([O-])=[O:20].OCCN.O=S(Cl)[Cl:31]>>[NH2:9][C:8]1([CH2:2][OH:20])[CH2:7][CH2:6][CH2:4][CH2:3]1.[ClH:31].[NH2:19][C:18]1([CH2:13][Cl:31])[CH2:17][CH2:16][CH2:15][CH2:14]1 |f:5.6|. Starting materials: O (water), C(C)N1S(C2=C(C(=C1C1=NN=NN1)O)C=CC=C2)(=O)=O (2-ethyl-4-hydroxy-3-(tetrazol-5-yl)-1,2-benzothiazine 1,1-dioxide), C([O-])([O-])=O.[K+].[K+] (potassium carbonate), C(C1=CC=CC=C1)Br (benzylbromide). Run in CN(C=O)C (dimethylformamide). Conditions: time 16 hour. The product is C(C1=CC=CC=C1)N1N=C(N=N1)C=1N(S(C2=C(C1O)C=CC=C2)(=O)=O)CC (3-[(2-Benzyl)tetrazol-5-yl]-2-ethyl-4-hydroxy-1,2-benzothiazine 1,1-Dioxide). Yield: 70.0%. Reaction SMILES: [CH2:1]([N:3]1[C:8]([C:9]2[NH:13][N:12]=[N:11][N:10]=2)=[C:7]([OH:14])[C:6]2[CH:15]=[CH:16][CH:17]=[CH:18][C:5]=2[S:4]1(=[O:20])=[O:19])[CH3:2].C(=O)([O-])[O-].[K+].[K+].[CH2:27](Br)[C:28]1[CH:33]=[CH:32][CH:31]=[CH:30][CH:29]=1.O>CN(C)C=O>[CH2:27]([N:11]1[N:12]=[N:13][C:9]([C:8]2[N:3]([CH2:1][CH3:2])[S:4](=[O:19])(=[O:20])[C:5]3[CH:18]=[CH:17][CH:16]=[CH:15][C:6]=3[C:7]=2[OH:14])=[N:10]1)[C:28]1[CH:33]=[CH:32][CH:31]=[CH:30][CH:29]=1 |f:1.2.3|. Procedure details: A mixture of 2-ethyl-4-hydroxy-3-(tetrazol-5-yl)-1,2-benzothiazine 1,1-dioxide (0.5 g), potassium carbonate (0.120 g) and benzylbromide (0.21 ml) in dimethylformamide was stirred at room temperature for 16 hours, then poured into water (30 ml). The resulting solids were filtered off, washed with water and dried in vacuo to give crude product (0.638 g), which was recrystallized from toluene to afford the title compound (0.457 g, 70%). Starting materials: FC(C(=O)NC1=CC=C(C(=O)OCC)C=C1)(F)F (ethyl 4-(2,2,2-trifluoro-acetylamino)-benzoate), COCCO (2-methoxyethanol), N(=NC(=O)OC(C)C)C(=O)OC(C)C (diisopropyl azodicarboxylate). The solvent is C1CCOC1 (THF). Conditions: time 4 hour. Yields the product COCCNC1=CC=C(C(=O)OCC)C=C1 (ethyl 4-(2-methoxy-ethylamino)-benzoate). Yield: 31.1%. RXN SMILES: F[C:2](F)(F)[C:3]([NH:5][C:6]1[CH:16]=[CH:15][C:9]([C:10]([O:12][CH2:13][CH3:14])=[O:11])=[CH:8][CH:7]=1)=O.[CH3:19][O:20]CCO.N(C(OC(C)C)=O)=NC(OC(C)C)=O>C1COCC1>[CH3:19][O:20][CH2:2][CH2:3][NH:5][C:6]1[CH:16]=[CH:15][C:9]([C:10]([O:12][CH2:13][CH3:14])=[O:11])=[CH:8][CH:7]=1. Procedure: To a solution of ethyl 4-(2,2,2-trifluoro-acetylamino)-benzoate (1.58 g, 6.05 mmol, CASRN 24568-14-7) in dry THF was added 2-methoxyethanol (1.192 mL, 15.12 mmol), diisopropyl azodicarboxylate (2.94 mL, 15.12 mmol) and P (3.97 g, 15.12 mmol) and the resulting solution stirred for 4 h. The reaction mixture was concentrated, dissolved in EtOAc, washed sequentially with water and brine, dried (MgSO4), filtered and concentrated. The crude product was purified by SiO2 chromatography eluting with 50% ... Starting materials: CC1=NC(=CC=C1)C1=NC2=NC=CN=C2C(N1)=O (2-(2-methyl-6-pyridyl)pteridin-4-one), NC1=C(C=NC=C1)C (4-amino-3-methylpyridine), C(CCC)N(C1=NC(=NC2=NC=CN=C12)C1=C(C=CC(=C1)Br)F)C1=CC=NC=C1 (4-[(butyl)(4-pyridyl)amino]-2-(5-bromo-2-fluorophenyl)pteridine). Yields the product CC1=NC(=CC=C1)C1=NC2=NC=CN=C2C(=N1)NC1=C(C=NC=C1)C (2-(2-methyl-6-pyridyl)-4-[(3-methyl-4-pyridyl)amino]pteridine). Reaction SMILES: [CH3:1][C:2]1[CH:7]=[CH:6][CH:5]=[C:4]([C:8]2[NH:17][C:16](=O)[C:15]3[C:10](=[N:11][CH:12]=[CH:13][N:14]=3)[N:9]=2)[N:3]=1.[NH2:19][C:20]1[CH:25]=[CH:24][N:23]=[CH:22][C:21]=1[CH3:26].C(N(C1C=CN=CC=1)C1C2C(=NC=CN=2)N=C(C2C=C(Br)C=CC=2F)N=1)CCC>>[CH3:1][C:2]1[CH:7]=[CH:6][CH:5]=[C:4]([C:8]2[N:17]=[C:16]([NH:19][C:20]3[CH:25]=[CH:24][N:23]=[CH:22][C:21]=3[CH3:26])[C:15]3[C:10](=[N:11][CH:12]=[CH:13][N:14]=3)[N:9]=2)[N:3]=1. Reported procedure: The title product was synthesized by reaction of the 2-(2-methyl-6-pyridyl)pteridin-4-one with 4-amino-3-methylpyridine following the procedure described for 4-[(butyl)-(4-pyridyl)amino]-2-(5-bromo-2-fluorophenyl)pteridine 3. The reactants are [N+](=O)([O-])C1=C(N)C=CC=C1 (2-nitroaniline), C(C)OC(=O)Cl (ethylchloroformate). Run in N1=CC=CC=C1 (pyridine), ClCCl (dichloromethane). Conditions: time 8 hour. Product: C(C)OC(=O)NC1=C(C=CC=C1)[N+](=O)[O-] (N-(Ethoxycarbonyl)-2-nitroaniline). The yield is 73.3%. RXN SMILES: [N+:1]([C:4]1[CH:10]=[CH:9][CH:8]=[CH:7][C:5]=1[NH2:6])([O-:3])=[O:2].[CH2:11]([O:13][C:14](Cl)=[O:15])[CH3:12]>N1C=CC=CC=1.ClCCl>[CH2:11]([O:13][C:14]([NH:6][C:5]1[CH:7]=[CH:8][CH:9]=[CH:10][C:4]=1[N+:1]([O-:3])=[O:2])=[O:15])[CH3:12]. Reported procedure: To a solution of 2-nitroaniline (6.9 g, 50.0 mmol) in pyridine (6 mL) and dichloromethane (25 mL) at 0° C. under argon was added ethylchloroformate (7.3 mL, 75.0 mmol) through an addition funnel. After addition was finished, the cooling bath was removed and the reaction mixture was allowed to stir at room temperature overnight. The reaction mixture was poured into 2N hydrochloric acid and extracted with ethyl acetate. The combined extracts were washed with water, saturated sodium bicarbonate sol... The reactants are [Br-].C1(=CC=CC=C1)[P+](CCCCCC(=O)O)(C1=CC=CC=C1)C1=CC=CC=C1 (Triphenyl (5-carboxypentyl)phosphonium bromide), C1=C(C=CC2=CC=CC=C12)C=O (2-napthaldehyde), CC(C)([O-])C.[K+] (potassium t-butoxide). The solvent is CS(=O)C (DMSO). Run at time 30 minute. The product is C1=C(C=CC2=CC=CC=C12)\C=C/CCCC(=O)O (Z-6-(2-naphthyl)hex-5-enoic acid). As a reaction SMILES: [Br-].C1([P+](C2C=CC=CC=2)(C2C=CC=CC=2)C[CH2:10][CH2:11][CH2:12][CH2:13][C:14]([OH:16])=[O:15])C=CC=CC=1.[CH:29]1[C:38]2[C:33](=[CH:34][CH:35]=[CH:36][CH:37]=2)[CH:32]=[CH:31][C:30]=1[CH:39]=O.CC(C)([O-])C.[K+]>CS(C)=O>[CH:29]1[C:38]2[C:33](=[CH:34][CH:35]=[CH:36][CH:37]=2)[CH:32]=[CH:31][C:30]=1/[CH:39]=[CH:10]\[CH2:11][CH2:12][CH2:13][C:14]([OH:16])=[O:15] |f:0.1,3.4|. Procedure details: Triphenyl (5-carboxypentyl)phosphonium bromide (937 mg, 2.1 mmole) and 2-napthaldehyde (300 mg, 1.92 mmole) were dissolved in DMSO (50 mL, freshly distilled from CaH2) and potassium t-butoxide (540 mg, 4.8 mmole) was added. After stirring for 30 minutes the reaction was quenched with saturated NH4Cl solution (25 mL) and poured into ether. The ether layer was dried with saturated NaCl and MgSO4 and the solvent was evaporated. The resulting 1:1 mixture E/Z isomers were separated with flash chromat... Reactants: O=C([O-])O, CC(=O)OC(C)=O, [Na+], O=[N+]([O-])O, COC(=O)C1CC(O)C(OC)C1. Yields the product COC(=O)C1CC(OC)C(O[N+](=O)[O-])C1. RXN SMILES: [C:17](=[O:18])([O-:19])[OH:20].[CH3:22][C:23]([O:24][C:25](=[O:26])[CH3:27])=[O:28].[Na+:21].[OH:1][N+:2]([O-:3])=[O:4].[OH:5][CH:6]1[CH2:7][CH:8]([C:13](=[O:14])[O:15][CH3:16])[CH2:9][CH:10]1[O:11][CH3:12]>>[O:1]=[N+:2]([O-:3])[O:4][CH:6]1[CH2:7][CH:8]([C:13](=[O:14])[O:15][CH3:16])[CH2:9][CH:10]1[O:11][CH3:12].